From a dataset of the Open Reaction Database (ORD), a public repository of structured organic reaction records. describe an organic reaction: reactants, conditions, products, and yield Starting materials: C(C)(C)(C)OC(C[C@@H](CCCC1CCCCC1)C=1OC=C(N1)C(=O)OCC)=O (ethyl 2-{(1R)-1 -[2-(tert-butoxy)-2-oxoethyl]-4-cyclohexylbutyl}-1,3-oxazole-4-carboxylate), FC(C(=O)O)(F)F (trifluoroacetic acid). Solvent: ClCCl (dichloromethane). Reaction conditions: time 4 hour. Yields the product FC(C(=O)O)(F)F.C1(CCCCC1)CCC[C@H](CC(=O)O)C=1OC=C(N1)C(=O)OCC ((3R)-6-Cyclohexyl-3-[4-(ethoxycarbonyl)-1,3-oxazol-2-yl]hexanoic acid trifluoroacetate). Reaction SMILES: C([O:5][C:6](=[O:28])[CH2:7][C@H:8]([C:18]1[O:19][CH:20]=[C:21]([C:23]([O:25][CH2:26][CH3:27])=[O:24])[N:22]=1)[CH2:9][CH2:10][CH2:11][CH:12]1[CH2:17][CH2:16][CH2:15][CH2:14][CH2:13]1)(C)(C)C.[F:29][C:30]([F:35])([F:34])[C:31]([OH:33])=[O:32]>ClCCl>[F:29][C:30]([F:35])([F:34])[C:31]([OH:33])=[O:32].[CH:12]1([CH2:11][CH2:10][CH2:9][C@@H:8]([C:18]2[O:19][CH:20]=[C:21]([C:23]([O:25][CH2:26][CH3:27])=[O:24])[N:22]=2)[CH2:7][C:6]([OH:28])=[O:5])[CH2:13][CH2:14][CH2:15][CH2:16][CH2:17]1 |f:3.4|. Procedure: A solution of ethyl 2-{(1R)-1 -[2-(tert-butoxy)-2-oxoethyl]-4-cyclohexylbutyl}-1,3-oxazole-4-carboxylate (Preparation 62) (1.58 g, 4.01 mmol) in anhydrous dichloromethane (25 ml) was treated with trifluoroacetic acid (7 ml) and the resulting mixture was stirred at room temperature under a nitrogen atmosphere for 4 hours. The solvent was removed under reduced pressure and the residue azeotroped from dichloromethane to afford the title compound (1.66 g). RXN SMILES: [CH3:1][C:2]([C:3]#[C:4][c:5]1[n:6][c:7]2[cH:8][cH:9][cH:10][cH:11][c:12]2[cH:13][cH:14]1)([O:15][c:16]1[cH:17][cH:18][c:19]([C:20]#[N:21])[cH:22][cH:23]1)[CH3:24].[Cl:25][c:26]1[cH:27][cH:28][cH:29][cH:30][c:31]1[Cl:32]>>[CH3:1][C:2]1([CH3:24])[CH:3]=[C:4]([c:5]2[n:6][c:7]3[cH:8][cH:9][cH:10][cH:11][c:12]3[cH:13][cH:14]2)[c:23]2[c:16]([cH:17][cH:18][c:19]([C:20]#[N:21])[cH:22]2)[O:15]1. Reactants: CC(C)(C#Cc1ccc2ccccc2n1)Oc1ccc(C#N)cc1, Clc1ccccc1Cl. Product: CC1(C)C=C(c2ccc3ccccc3n2)c2cc(C#N)ccc2O1. Reactants: [OH-].[K+] (KOH), C1(=CC=CC=C1)C=1C=NC(=NC1)N1CCN(CC1)C(=O)OCC (ethyl 1-(5-phenyl-2-pyrimidinyl)-4-piperazinecarboxylate). Solvent: C(C)O (C2H5OH), O (H2O). The product is C1(=CC=CC=C1)C=1C=NC(=NC1)N1CCNCC1 (1-(5-phenyl-2-pyrimidinyl)piperazine). As a reaction SMILES: [C:1]1([C:7]2[CH:8]=[N:9][C:10]([N:13]3[CH2:18][CH2:17][N:16](C(OCC)=O)[CH2:15][CH2:14]3)=[N:11][CH:12]=2)[CH:6]=[CH:5][CH:4]=[CH:3][CH:2]=1.[OH-].[K+]>C(O)C.O>[C:1]1([C:7]2[CH:12]=[N:11][C:10]([N:13]3[CH2:18][CH2:17][NH:16][CH2:15][CH2:14]3)=[N:9][CH:8]=2)[CH:2]=[CH:3][CH:4]=[CH:5][CH:6]=1 |f:1.2|. Procedure: 0.04 mol of ethyl 1-(5-phenyl-2-pyrimidinyl)-4-piperazinecarboxylate are boiled under reflux with 0.78 mol of KOH in 400 ml of C2H5OH and 40 ml of H2O under N2 protective gas for 15 hours. The mixture is evaporated to dryness, water is added and the residue is taken up in CH2Cl2. After washing with water, the organic phase is separated off and evaporated to dryness, whereupon the amine is obtained as crystals.